Dataset: the Open Reaction Database (ORD), a public repository of structured organic reaction records. Task: describe an organic reaction: reactants, conditions, products, and yield The reactants are [Br-], [Mg+]C1CC1, C1CCOC1, CC(=O)c1cccc(O)c1. Yields the product CC(O)(c1cccc(O)c1)C1CC1. As a reaction SMILES: [Br-:11].[CH:12]1([Mg+:15])[CH2:13][CH2:14]1.[O:16]1[CH2:17][CH2:18][CH2:19][CH2:20]1.[OH:1][c:2]1[cH:3][c:4]([C:8]([CH3:9])=[O:10])[cH:5][cH:6][cH:7]1>>[OH:1][c:2]1[cH:3][c:4]([C:8]([CH3:9])([OH:10])[CH:12]2[CH2:13][CH2:14]2)[cH:5][cH:6][cH:7]1.